This data is from the Open Reaction Database (ORD), a public repository of structured organic reaction records. The task is: describe an organic reaction: reactants, conditions, products, and yield Starting materials: C[Mg]Br (methylmagnesium bromide), COC=1C=C(C=CC1C1=CN=NC(=C1)C)NC1=NC(=CC(=N1)C(C)=O)COCC(F)(F)F (1-(2-(3-Methoxy-4-(6-methylpyridazin-4-yl)phenylamino)-6-((2,2,2-trifluoroethoxy)methyl)-pyrimidin-4-yl)ethanone), [Cl-].[NH4+] (ammonium chloride). Solvent: C1CCOC1 (THF), C1CCOC1 (THF). Run at time 5 minute. Product: COC=1C=C(C=CC1C1=CN=NC(=C1)C)NC1=NC(=CC(=N1)C(C)(C)O)COCC(F)(F)F (2-(2-(3-Methoxy-4-(6-methylpyridazin-4-yl)phenylamino)-6-((2,2,2-trifluoroethoxy)-methyl)pyrimidin-4-yl)propan-2-ol). RXN SMILES: [CH3:1][O:2][C:3]1[CH:4]=[C:5]([NH:16][C:17]2[N:22]=[C:21]([C:23](=[O:25])[CH3:24])[CH:20]=[C:19]([CH2:26][O:27][CH2:28][C:29]([F:32])([F:31])[F:30])[N:18]=2)[CH:6]=[CH:7][C:8]=1[C:9]1[CH:14]=[C:13]([CH3:15])[N:12]=[N:11][CH:10]=1.[CH3:33][Mg]Br.[Cl-].[NH4+]>C1COCC1>[CH3:1][O:2][C:3]1[CH:4]=[C:5]([NH:16][C:17]2[N:22]=[C:21]([C:23]([OH:25])([CH3:33])[CH3:24])[CH:20]=[C:19]([CH2:26][O:27][CH2:28][C:29]([F:30])([F:32])[F:31])[N:18]=2)[CH:6]=[CH:7][C:8]=1[C:9]1[CH:14]=[C:13]([CH3:15])[N:12]=[N:11][CH:10]=1 |f:2.3|. Procedure: 1-(2-(3-Methoxy-4-(6-methylpyridazin-4-yl)phenylamino)-6-((2,2,2-trifluoroethoxy)methyl)-pyrimidin-4-yl)ethanone (60 mg, 0.13 mmol) was dissolved in THF (5 mL) and was added slowly to a solution of methylmagnesium bromide (3 M in THF, 0.358 mL, 1.07 mmol) in THF (5 mL). The mixture was stirred for 5 min. The mixture was cooled on an ice bath and ammonium chloride (sat, aq, 5 mL) was added. The mixture was stirred for 5 min. The mixture was extracted with EtOAc (×2). The solvents were evaporated ...